This data is from the Open Reaction Database (ORD), a public repository of structured organic reaction records. The task is: describe an organic reaction: reactants, conditions, products, and yield Starting materials: N1(CCOCC1)C1=NC(=C2N=CN(C2=N1)C1CNCC1)C=1C=NC(=NC1)N (5-(2-morpholin-4-yl-9-pyrrolidin-3-yl-9H-purin-6-yl)-pyrimidin-2-ylamine), CC1=CC=C(S1)C(=O)O (5-methyl-thiophene-2-carboxylic acid), C(CCl)Cl (EDC), C=1C=CC2=C(C1)N=NN2O (HOBt), C(C)(C)N(CC)C(C)C (diisopropylethylamine), C(=O)(O)[O-].[Na+] (NaHCO3). The solvent is CN(C)C=O (DMF). Conditions: temperature 50 celsius, time 16 hour. Product: NC1=NC=C(C=N1)C1=C2N=CN(C2=NC(=N1)N1CCOCC1)C1CN(CC1)C(=O)C=1SC(=CC1)C ({3-[6-(2-Amino-pyrimidin-5-yl)-2-morpholin-4-yl-purin-9-yl]-pyrrolidin-1-yl}-(5-methyl-thiophen-2-yl)-methanone). Isolated yield 36.6%. RXN SMILES: [N:1]1([C:7]2[N:15]=[C:14]3[C:10]([N:11]=[CH:12][N:13]3[CH:16]3[CH2:20][CH2:19][NH:18][CH2:17]3)=[C:9]([C:21]3[CH:22]=[N:23][C:24]([NH2:27])=[N:25][CH:26]=3)[N:8]=2)[CH2:6][CH2:5][O:4][CH2:3][CH2:2]1.[CH3:28][C:29]1[S:33][C:32]([C:34](O)=[O:35])=[CH:31][CH:30]=1.C(Cl)CCl.C1C=CC2N(O)N=NC=2C=1.C(N(C(C)C)CC)(C)C.C([O-])(O)=O.[Na+]>CN(C=O)C>[NH2:27][C:24]1[N:23]=[CH:22][C:21]([C:9]2[N:8]=[C:7]([N:1]3[CH2:2][CH2:3][O:4][CH2:5][CH2:6]3)[N:15]=[C:14]3[C:10]=2[N:11]=[CH:12][N:13]3[CH:16]2[CH2:20][CH2:19][N:18]([C:34]([C:32]3[S:33][C:29]([CH3:28])=[CH:30][CH:31]=3)=[O:35])[CH2:17]2)=[CH:26][N:25]=1 |f:5.6|. Procedure details: To a solution of 5-(2-morpholin-4-yl-9-pyrrolidin-3-yl-9H-purin-6-yl)-pyrimidin-2-ylamine (37 mg, 0.08 mmol) in DMF was added 5-methyl-thiophene-2-carboxylic acid (15 mg, 0.104 mmol, 1.3 eq), EDC (20 mg, 0.104 mmol, 1.3 eq), HOBt (14 mg, 0.104 mmol, 1.3 eq) and diisopropylethylamine (32 μL, 0.184 mmol, 2.3 eq). The mixture was stirred at 50° C. for 16 hrs. Then NaHCO3 was added and the mixture extracted twice with ethyl acetate. The combined organic layers were further washed with brine before d... Starting materials: CO, [Na+], [OH-], O, COC(=O)c1ccc(C=CCc2ncc[nH]2)cc1-c1ccc(F)cc1. Yields the product O=C(O)c1ccc(C=CCc2ncc[nH]2)cc1-c1ccc(F)cc1. RXN SMILES: [CH3:28][OH:29].[Na+:27].[OH-:26].[OH2:30].[nH:1]1[c:2]([CH2:6][CH:7]=[CH:8][c:9]2[cH:10][c:11](-[c:19]3[cH:20][cH:21][c:22]([F:25])[cH:23][cH:24]3)[c:12]([C:13](=[O:14])[O:15][CH3:16])[cH:17][cH:18]2)[n:3][cH:4][cH:5]1>>[nH:1]1[c:2]([CH2:6][CH:7]=[CH:8][c:9]2[cH:10][c:11](-[c:19]3[cH:20][cH:21][c:22]([F:25])[cH:23][cH:24]3)[c:12]([C:13](=[O:14])[OH:15])[cH:17][cH:18]2)[n:3][cH:4][cH:5]1.